From a dataset of the Open Reaction Database (ORD), a public repository of structured organic reaction records. describe an organic reaction: reactants, conditions, products, and yield Starting materials: C1(=CC=CC2=CC=CC=C12)CNC(C(CC1=CC=CC=C1)C#N)=O (N-(1-naphthylmethyl)-2-cyano-3-phenylpropionamide), O (water), [OH-].[Na+] (sodium hydroxide). The solvent is C(C)O (ethanol). Yields the product C1(=CC=CC2=CC=CC=C12)CNC(=O)C(C(=O)O)CC1=CC=CC=C1 ((±)-2-(1-naphthylmethylcarbamoyl)-3-phenylpropionic acid). As a reaction SMILES: [C:1]1([CH2:11][NH:12][C:13](=[O:24])[CH:14]([C:22]#N)[CH2:15][C:16]2[CH:21]=[CH:20][CH:19]=[CH:18][CH:17]=2)[C:10]2[C:5](=[CH:6][CH:7]=[CH:8][CH:9]=2)[CH:4]=[CH:3][CH:2]=1.[OH-:25].[Na+].[OH2:27]>C(O)C>[C:1]1([CH2:11][NH:12][C:13]([CH:14]([CH2:15][C:16]2[CH:21]=[CH:20][CH:19]=[CH:18][CH:17]=2)[C:22]([OH:27])=[O:25])=[O:24])[C:10]2[C:5](=[CH:6][CH:7]=[CH:8][CH:9]=2)[CH:4]=[CH:3][CH:2]=1 |f:1.2|. Reported procedure: In a mixture of 1 ml of ethanol and 2 ml of water were dissolved 123 mg of the amide obtained and 0.66 g of sodium hydroxide, and the solution was heated under reflux for 16 hours. After removal of ethanol, the residue was washed with diethyl ether, and then adjusted to a pH of 2 by adding a 2N-hydrochloric acid. The solution was extracted with ethyl acetate. The organic layer was washed with water, dried over anhydrous magnesium sulfate, and concentrated under reduced pressure to obtain 103 mg ... The reactants are [Br-], Brc1ccccc1C[P+](c1ccccc1)(c1ccccc1)c1ccccc1, CS(C)=O, Cl, [H-], [Na+], COC(=O)c1ccc(N2CCC(=O)CC2)cc1Oc1ccccc1. Product: COC(=O)c1ccc(N2CCC(=Cc3ccccc3Br)CC2)cc1Oc1ccccc1. As a reaction SMILES: [Br-:3].[Br:4][c:5]1[c:6]([CH2:7][P+:8]([c:9]2[cH:10][cH:11][cH:12][cH:13][cH:14]2)([c:15]2[cH:16][cH:17][cH:18][cH:19][cH:20]2)[c:21]2[cH:22][cH:23][cH:24][cH:25][cH:26]2)[cH:27][cH:28][cH:29][cH:30]1.[CH3:56][S:57]([CH3:58])=[O:59].[ClH:55].[H-:1].[Na+:2].[O:31]=[C:32]1[CH2:33][CH2:34][N:35]([c:38]2[cH:39][c:40]([O:48][c:49]3[cH:50][cH:51][cH:52][cH:53][cH:54]3)[c:41]([C:42](=[O:43])[O:44][CH3:45])[cH:46][cH:47]2)[CH2:36][CH2:37]1>>[Br:4][c:5]1[c:6]([CH:7]=[C:32]2[CH2:33][CH2:34][N:35]([c:38]3[cH:39][c:40]([O:48][c:49]4[cH:50][cH:51][cH:52][cH:53][cH:54]4)[c:41]([C:42](=[O:43])[O:44][CH3:45])[cH:46][cH:47]3)[CH2:36][CH2:37]2)[cH:27][cH:28][cH:29][cH:30]1. Reactants: OCCCC1=NN(C(=C1)C1=CC=C(C=C1)C)C1=CC=C(C=C1)S(=O)(=O)N (4-[3-(3-Hydroxy-propyl)-5-p-tolyl-pyrazol-1-yl]-benzenesulfonamide), C1=CC=C(C=C1)P(C2=CC=CC=C2)C3=CC=CC=C3 (PPh3), C1(C=2C(C(N1)=O)=CC=CC2)=O (phthalimide), CC(C)OC(=O)/N=N/C(=O)OC(C)C (DIAD). Solvent: C1CCOC1 (THF). Reaction conditions: time 8 hour. Product: O=C1N(C(C2=CC=CC=C12)=O)CCCC1=NN(C(=C1)C1=CC=C(C=C1)C)C1=CC=C(C=C1)S(=O)(=O)N (4-{3-[3-(1,3-Dioxo-1,3-dihydro-isoindol-2-yl)-propyl]-5-p-tolyl-pyrazol-1-yl}-benzenesulfonamide). The yield is 392.1%. RXN SMILES: O[CH2:2][CH2:3][CH2:4][C:5]1[CH:9]=[C:8]([C:10]2[CH:15]=[CH:14][C:13]([CH3:16])=[CH:12][CH:11]=2)[N:7]([C:17]2[CH:22]=[CH:21][C:20]([S:23]([NH2:26])(=[O:25])=[O:24])=[CH:19][CH:18]=2)[N:6]=1.C1C=CC(P(C2C=CC=CC=2)C2C=CC=CC=2)=CC=1.[C:46]1(=[O:56])[NH:50][C:49](=[O:51])[C:48]2=[CH:52][CH:53]=[CH:54][CH:55]=[C:47]12.CC(OC(/N=N/C(OC(C)C)=O)=O)C>C1COCC1>[O:51]=[C:49]1[C:48]2[C:47](=[CH:55][CH:54]=[CH:53][CH:52]=2)[C:46](=[O:56])[N:50]1[CH2:2][CH2:3][CH2:4][C:5]1[CH:9]=[C:8]([C:10]2[CH:11]=[CH:12][C:13]([CH3:16])=[CH:14][CH:15]=2)[N:7]([C:17]2[CH:22]=[CH:21][C:20]([S:23]([NH2:26])(=[O:25])=[O:24])=[CH:19][CH:18]=2)[N:6]=1. Procedure: To a solution of alcohol 18c (0.1 g, 0.27 mmol), PPh3 (0.11 g, 0.40 mmol), and phthalimide (60 mg, 0.40 mmol) in 5 mL of THF was added dropwise DIAD (54 mg, 0.27 mmol) at room temperature. The reaction mixture was stirred overnight. The solvent was evaporated, and the resulting solid was recrystallized from methanol to afford 0.53 g (87%) of the title compound as a white solid. 1H NMR (300 MHz, CDCl3): δ 7.84-7.76 (m, 1H), 7.70-7.65 (m, 1H), 7.34 (d, J=8.76 Hz, 1H), 7.11 (d, J=7.89 Hz, 1H), 7.00... The reactants are BrC1=CC=CC(=N1)NC(=N)NCC1=C(C=CC=C1OC)OC (N-(6-bromopyridin-2-yl)-N′-(2,6-dimethoxybenzyl)guanidine), FC1=CC=C(C=C1)OB(O)O (4-fluorophenylboric acid), C([O-])([O-])=O.[Na+].[Na+] (sodium carbonate), tetrakis-(triphenylphosphine)palladium(0). The solvent is COCCOC.O.C(C)O (1,2-dimethoxyethane water ethanol). Yields the product COC1=C(CNC(=N)NC2=NC(=CC=C2)C2=CC=C(C=C2)F)C(=CC=C1)OC (N-(2,6-Dimethoxybenzyl)-N′-[6-(4-fluorophenyl)pyridin-2-yl]guanidine). RXN SMILES: Br[C:2]1[N:7]=[C:6]([NH:8][C:9]([NH:11][CH2:12][C:13]2[C:18]([O:19][CH3:20])=[CH:17][CH:16]=[CH:15][C:14]=2[O:21][CH3:22])=[NH:10])[CH:5]=[CH:4][CH:3]=1.[F:23][C:24]1[CH:29]=[CH:28][C:27](OB(O)O)=[CH:26][CH:25]=1.C(=O)([O-])[O-].[Na+].[Na+]>COCCOC.O.C(O)C>[CH3:22][O:21][C:14]1[CH:15]=[CH:16][CH:17]=[C:18]([O:19][CH3:20])[C:13]=1[CH2:12][NH:11][C:9]([NH:8][C:6]1[CH:5]=[CH:4][CH:3]=[C:2]([C:27]2[CH:28]=[CH:29][C:24]([F:23])=[CH:25][CH:26]=2)[N:7]=1)=[NH:10] |f:2.3.4,5.6.7|. Procedure: 0.254 g (0.695 mmol) N-(6-bromopyridin-2-yl)-N′-(2,6-dimethoxybenzyl)guanidine, 0.128 g (0.913 mmol) 4-fluorophenylboric acid, 0.239 g (2.258 mmol) sodium carbonate, and 0.055 g (0.047 mmol) tetrakis-(triphenylphosphine)palladium(0) were heated to 110° C. in 1,2-dimethoxyethane/water/ethanol (7:3:2) in a reaction block (Variomag, Telemodul 40 CT) at standard pressure. Upon cooling of the reaction mixture a yellow solid precipitated, which was suctioned off and washed with water. After the yellow... Reactants: ClC1=NC=C(C(=O)O)C=C1 (6-chloronicotinic acid), NC(CO)(CO)C (2-amino-2-methyl-1,3-propanediol). The solvent is xylenes. Product: ClC1=CC=C(C=N1)C=1OCC(N1)(C)CO ([2-(6-chloropyridin-3-yl)-4-methyl-4,5-dihydro-1,3-oxazol-4-yl]methanol). Yield: 39.7%. RXN SMILES: [Cl:1][C:2]1[CH:10]=[CH:9][C:5]([C:6]([OH:8])=O)=[CH:4][N:3]=1.[NH2:11][C:12]([CH3:17])([CH2:15]O)[CH2:13][OH:14]>>[Cl:1][C:2]1[N:3]=[CH:4][C:5]([C:6]2[O:8][CH2:15][C:12]([CH2:13][OH:14])([CH3:17])[N:11]=2)=[CH:9][CH:10]=1. Reported procedure: A suspension of 6-chloronicotinic acid (3.2 g, 20.4 mmol) and 2-amino-2-methyl-1,3-propanediol (2.1 g, 20 mmol) in xylenes (mixture of isomers, 80 ml) is heated at reflux under Dean-Stark conditions for 24 h, during which the mixture clarifies. Upon cooling to room temperature, a solid settles down. The mixture is filtered through a silicagel column, eluting first with hexane to remove the xylenes and then with ethyl acetate to afford 1.8 g of [2-(6-chloropyridin-3-yl)-4-methyl-4,5-dihydro-1,3-o... Reactants: CC(=O)[O-], CO, CC1(C2CC2)OCCO1, ClCCl, [Na+], O=[Cr](=O)([O-])Cl, c1cc[nH+]cc1. Product: CC1(C2(C=O)CC2)OCCO1. Reaction SMILES: [CH3:13][C:14]([O-:15])=[O:16].[CH3:1][OH:2].[CH3:3][C:4]1([CH:9]2[CH2:10][CH2:11]2)[O:5][CH2:6][CH2:7][O:8]1.[Cl:28][CH2:29][Cl:30].[Na+:12].[O:17]=[Cr:18]([Cl:19])([O-:20])=[O:21].[nH+:22]1[cH:23][cH:24][cH:25][cH:26][cH:27]1>>[CH3:3][C:4]1([C:9]2([CH:14]=[O:15])[CH2:10][CH2:11]2)[O:5][CH2:6][CH2:7][O:8]1.